Dataset: the Open Reaction Database (ORD), a public repository of structured organic reaction records. Task: describe an organic reaction: reactants, conditions, products, and yield Reactants: C1CCOC1, CCOC(C)=O, COC(=O)c1ccc(O)c(Cl)c1, OC(CF)CF, CC(C)OC(=O)N=NC(=O)OC(C)C, c1ccc(P(c2ccccc2)c2ccccc2)cc1. Product: COC(=O)c1ccc(OC(CF)CF)c(Cl)c1. As a reaction SMILES: [CH2:52]1[O:53][CH2:54][CH2:55][CH2:56]1.[CH3:57][CH2:58][O:59][C:60]([CH3:61])=[O:62].[Cl:7][c:8]1[cH:9][c:10]([C:11](=[O:12])[O:13][CH3:14])[cH:15][cH:16][c:17]1[OH:18].[F:1][CH2:2][CH:3]([CH2:4][F:5])[OH:6].[O:38]=[C:39]([O:40][CH:41]([CH3:42])[CH3:43])[N:44]=[N:45][C:46]([O:47][CH:48]([CH3:49])[CH3:50])=[O:51].[c:19]1([P:20]([c:21]2[cH:22][cH:23][cH:24][cH:25][cH:26]2)[c:27]2[cH:28][cH:29][cH:30][cH:31][cH:32]2)[cH:33][cH:34][cH:35][cH:36][cH:37]1>>[F:1][CH2:2][CH:3]([CH2:4][F:5])[O:6][c:17]1[c:8]([Cl:7])[cH:9][c:10]([C:11](=[O:12])[O:13][CH3:14])[cH:15][cH:16]1. The reactants are Cn1c(N)c(NC(=O)Cc2ccc(NC(=O)OC(C)(C)C)cc2)c(=O)n(C)c1=O, Cl, C1COCCO1. The product is Cl, Cn1c(N)c(NC(=O)Cc2ccc(N)cc2)c(=O)n(C)c1=O. RXN SMILES: [C:1]([O:2][C:3](=[O:4])[NH:7][c:8]1[cH:9][cH:10][c:11]([CH2:14][C:15]([NH:16][c:17]2[c:18](=[O:27])[n:19]([CH3:26])[c:20](=[O:25])[n:21]([CH3:24])[c:22]2[NH2:23])=[O:28])[cH:12][cH:13]1)([CH3:5])([CH3:6])[CH3:29].[ClH:30].[O:31]1[CH2:32][CH2:33][O:34][CH2:35][CH2:36]1>>[ClH:30].[NH2:7][c:8]1[cH:9][cH:10][c:11]([CH2:14][C:15]([NH:16][c:17]2[c:18](=[O:27])[n:19]([CH3:26])[c:20](=[O:25])[n:21]([CH3:24])[c:22]2[NH2:23])=[O:28])[cH:12][cH:13]1. Reactants: NC1=C2N=C(N(C2=NC(=N1)OCCC)CC1=CC=CC=C1)OC (6-Amino-9-benzyl-8-methoxy-2-propoxypurine), N (ammonia). Run in Cl (hydrochloric acid). Product: NC1=C2N=C(N(C2=NC(=N1)OCCC)CC1=CC=CC=C1)O (6-Amino-9-benzyl-8-hydroxy-2-propoxypurine). The yield is 82.1%. As a reaction SMILES: [NH2:1][C:2]1[N:10]=[C:9]([O:11][CH2:12][CH2:13][CH3:14])[N:8]=[C:7]2[C:3]=1[N:4]=[C:5]([O:22]C)[N:6]2[CH2:15][C:16]1[CH:21]=[CH:20][CH:19]=[CH:18][CH:17]=1.N>Cl>[NH2:1][C:2]1[N:10]=[C:9]([O:11][CH2:12][CH2:13][CH3:14])[N:8]=[C:7]2[C:3]=1[N:4]=[C:5]([OH:22])[N:6]2[CH2:15][C:16]1[CH:21]=[CH:20][CH:19]=[CH:18][CH:17]=1. Procedure details: 6-Amino-9-benzyl-8-methoxy-2-propoxypurine (75 mg, 0.24 mmol) in concentrated hydrochloric acid (15 ml) was stirred for 3 hours at room temperature. The reaction mixture was made basic with 28% aqueous ammonia, and the resulting crystals were filtered and washed with water to give the subject compound (59 mg, yield 83%).